From a dataset of the Open Reaction Database (ORD), a public repository of structured organic reaction records. describe an organic reaction: reactants, conditions, products, and yield Starting materials: NC1=NC=NC(=C1C(=O)N)N1CCC(CC1)C=1N(C=C(N1)C1=CC(=C(C=C1)F)C(F)(F)F)C (4-Amino-6-{4-[4-(4-fluoro-3-trifluoromethyl-phenyl)-1-methyl-1H-imidazol-2-yl]-piperidin-1-yl}-pyrimidine-5-carboxamide), NC1=NC=NC(=C1C#N)N1CCC(CC1)C=1N(C=C(N1)C1=CC(=C(C=C1)F)C(F)(F)F)CCNC(C)(C)C (4-Amino-6-{4-[1-(2-tert-butylamino-ethyl)-4-(4-fluoro-3-trifluoromethyl-phenyl)-1H-imidazol-2-yl]-piperidin-1-yl}-pyrimidine-5-carbonitrile). Yields the product NC1=NC=NC(=C1C(=O)N)N1CCC(CC1)C=1N(C=C(N1)C1=CC(=C(C=C1)F)C(F)(F)F)CCNC(C)(C)C (4-Amino-6-{4-[1-(2-tert-butylamino-ethyl)-4-(4-fluoro-3-trifluoromethyl-phenyl)-1H-imidazol-2-yl]-piperidin-1-yl}-pyrimidine-5-carboxylic acid amide). As a reaction SMILES: [NH2:1][C:2]1[C:7]([C:8]([NH2:10])=[O:9])=[C:6]([N:11]2[CH2:16][CH2:15][CH:14]([C:17]3[N:18]([CH3:33])[CH:19]=[C:20]([C:22]4[CH:27]=[CH:26][C:25]([F:28])=[C:24]([C:29]([F:32])([F:31])[F:30])[CH:23]=4)[N:21]=3)[CH2:13][CH2:12]2)[N:5]=[CH:4][N:3]=1.NC1C(C#N)=C(N2CCC(C3N(C[CH2:66][NH:67][C:68]([CH3:71])([CH3:70])[CH3:69])C=C(C4C=CC(F)=C(C(F)(F)F)C=4)N=3)CC2)N=CN=1>>[NH2:1][C:2]1[C:7]([C:8]([NH2:10])=[O:9])=[C:6]([N:11]2[CH2:16][CH2:15][CH:14]([C:17]3[N:18]([CH2:33][CH2:66][NH:67][C:68]([CH3:71])([CH3:70])[CH3:69])[CH:19]=[C:20]([C:22]4[CH:27]=[CH:26][C:25]([F:28])=[C:24]([C:29]([F:32])([F:31])[F:30])[CH:23]=4)[N:21]=3)[CH2:13][CH2:12]2)[N:5]=[CH:4][N:3]=1. Reported procedure: The title compound was prepared in an analogous manner as 4-Amino-6-{4-[4-(4-fluoro-3-trifluoromethyl-phenyl)-1-methyl-1H-imidazol-2-yl]-piperidin-1-yl}-pyrimidine-5-carboxamide using 4-Amino-6-{4-[1-(2-tert-butylamino-ethyl)-4-(4-fluoro-3-trifluoromethyl-phenyl)-1H-imidazol-2-yl]-piperidin-1-yl}-pyrimidine-5-carbonitrile instead of 4-amino-6-(4-{4-[4-fluoro-3-(trifluoromethyl)phenyl]-1-methyl-1H-imidazol-2-yl}piperidin-1-yl)pyrimidine-5-carbonitrile. LC-MS: (M+1=549, obsd.=549). The reactants are O=C([O-])O, CC(=O)OC(C)=O, CSc1nc(N)cc(Cl)n1, [Na+]. Yields the product CSc1nc(Cl)cc(NC(C)=O)n1. RXN SMILES: [C:18](=[O:19])([OH:20])[O-:21].[CH3:1][C:2]([O:3][C:5]([CH3:6])=[O:7])=[O:4].[Cl:8][c:9]1[cH:10][c:11]([NH2:17])[n:12][c:13]([S:15][CH3:16])[n:14]1.[Na+:22]>>[C:5]([CH3:6])(=[O:7])[NH:17][c:11]1[cH:10][c:9]([Cl:8])[n:14][c:13]([S:15][CH3:16])[n:12]1.